Dataset: the Open Reaction Database (ORD), a public repository of structured organic reaction records. Task: describe an organic reaction: reactants, conditions, products, and yield The reactants are COCN1C(=CC2=CC=CC(=C12)N(C)S(=O)(=O)C1=C(C=CC=C1)OC)C(=O)OCC (ethyl 1-(methoxymethyl)-7-[[(2-methoxyphenyl)sulfonyl](methyl)amino]-1H-indole-2-carboxylate), Cl (hydrochloric acid), O1CCCC1 (tetrahydrofuran). Isolated yield 71.2%. Procedure details: A mixture of ethyl 1-(methoxymethyl)-7-[[(2-methoxyphenyl)sulfonyl](methyl)amino]-1H-indole-2-carboxylate (10.9 g), 6N-hydrochloric acid (50 mL), tetrahydrofuran (50 mL) and methanol (50 mL) was stirred at 90° C. for 24 hr. The organic solvent of the reaction solution was evaporated under reduced pressure, and the residue was diluted with ethyl acetate. The solution was washed with water and saturated brine, dried over anhydrous magnesium sulfate, and concentrated under reduced pressure. The obt... Reaction SMILES: COC[N:4]1[C:12]2[C:7](=[CH:8][CH:9]=[CH:10][C:11]=2[N:13]([S:15]([C:18]2[CH:23]=[CH:22][CH:21]=[CH:20][C:19]=2[O:24][CH3:25])(=[O:17])=[O:16])[CH3:14])[CH:6]=[C:5]1[C:26]([O:28]CC)=[O:27].Cl.O1CCCC1>CO>[CH3:25][O:24][C:19]1[CH:20]=[CH:21][CH:22]=[CH:23][C:18]=1[S:15]([N:13]([CH3:14])[C:11]1[CH:10]=[CH:9][CH:8]=[C:7]2[C:12]=1[NH:4][C:5]([C:26]([OH:28])=[O:27])=[CH:6]2)(=[O:17])=[O:16]. Solvent: CO (methanol). Run at temperature 90 celsius, time 24 hour. Product: COC1=C(C=CC=C1)S(=O)(=O)N(C=1C=CC=C2C=C(NC12)C(=O)O)C (7-[[(2-methoxyphenyl)sulfonyl](methyl)amino]-1H-indole-2-carboxylic acid). Reactants: S(=O)(Cl)Cl (thionyl chloride), CN(C=O)C (dimethylformamide), OC1=C(C(=O)O)C=CC=N1 (2-hydroxynicotinic acid). Run in ClCCl (dichloromethane), ClCCCl (1,2-dichloroethane). The product is OC1=C(C(=O)Cl)C=CC=N1 (2-hydroxynicotinic chloride). The yield is 84.5%. RXN SMILES: S(Cl)([Cl:3])=O.CN(C)C=O.[OH:10][C:11]1[N:19]=[CH:18][CH:17]=[CH:16][C:12]=1[C:13](O)=[O:14]>ClCCl.ClCCCl>[OH:10][C:11]1[N:19]=[CH:18][CH:17]=[CH:16][C:12]=1[C:13]([Cl:3])=[O:14]. Procedure: 20 ml (270 mmol) of thionyl chloride and 1 ml of dimethylformamide are added respectively to 12.5 g (90 mmol) of 2-hydroxynicotinic acid in suspension in a mixture of 80 ml of dichloromethane and 20 ml of 1,2-dichloroethane. The suspension is stirred at reflux for 2.5 hours. The reaction mixture is cooled to room temperature and the precipitate formed is filtered to yield (11.98 g) of 2-hydroxynicotinic chloride. The solid is suspended in 150 ml of dichloromethane, and then 7.42 g (76 mmol) of N... Run at temperature 100 celsius, time 1.5 hour. Product: FC(F)(F)C=1C=CC2=C(N=C(C=C2B3OC(C)(C)C(O3)(C)C)C)C1, FC(F)(F)C=1C=C2N=C(C=CC2=C(C1)B3OC(C)(C)C(O3)(C)C)C. Yield: 38.0%. Reagents/catalysts: O1B(OC(C)(C)C1(C)C)B2OC(C)(C)C(O2)(C)C, N=1C=CC(=CC1C=2N=CC=C(C2)C(C)(C)C)C(C)(C)C, C[OH2+].C[OH2+].C1CC=CCCC=C1.C1CC=CCCC=C1.[Ir].[Ir]. Solvent: O(C)C(C)(C)C. Starting materials: FC(F)(F)C=1C=CC=2C=CC(=NC2C1)C. Reported procedure: Application of general procedure A to 2-methyl-7-(trifluoromethyl)quinoline (211 mg, 1.00mmol) afforded 2 monoborylated products as a 60:40 ratio. The reactants are BrC=1C(=NC(=NC1)OC)OC (5-bromo-2,4-bis(methyloxy)pyrimidine), FC1=NC=CC=C1B(O)O (2-fluoropyridine-3-boronic acid), B(O)O (boronic acid), C([O-])([O-])=O.[K+].[K+] (potassium carbonate), solution. Reagents/catalysts: C=1C=CC(=CC1)[P](C=2C=CC=CC2)(C=3C=CC=CC3)[Pd]([P](C=4C=CC=CC4)(C=5C=CC=CC5)C=6C=CC=CC6)([P](C=7C=CC=CC7)(C=8C=CC=CC8)C=9C=CC=CC9)[P](C=1C=CC=CC1)(C=1C=CC=CC1)C=1C=CC=CC1 (Pd(PPh3)4). The solvent is O (water), O1CCOCC1 (1,4-Dioxane), CCOC(=O)C (AcOEt). Conditions: temperature 90 celsius. Product: FC1=NC=CC=C1C=1C(=NC(=NC1)OC)OC (5-(2-fluoro-3-pyridinyl)-2,4-bis(methyloxy)pyrimidine). Isolated yield 93.1%. RXN SMILES: Br[C:2]1[C:3]([O:10][CH3:11])=[N:4][C:5]([O:8][CH3:9])=[N:6][CH:7]=1.[F:12][C:13]1[C:18](B(O)O)=[CH:17][CH:16]=[CH:15][N:14]=1.C(=O)([O-])[O-].[K+].[K+].B(O)O>C1C=CC([P]([Pd]([P](C2C=CC=CC=2)(C2C=CC=CC=2)C2C=CC=CC=2)([P](C2C=CC=CC=2)(C2C=CC=CC=2)C2C=CC=CC=2)[P](C2C=CC=CC=2)(C2C=CC=CC=2)C2C=CC=CC=2)(C2C=CC=CC=2)C2C=CC=CC=2)=CC=1.CCOC(C)=O.O.O1CCOCC1>[F:12][C:13]1[C:18]([C:2]2[C:3]([O:10][CH3:11])=[N:4][C:5]([O:8][CH3:9])=[N:6][CH:7]=2)=[CH:17][CH:16]=[CH:15][N:14]=1 |f:2.3.4,^1:34,36,55,74|. Procedure details: To a mixture of 5-bromo-2,4-bis(methyloxy)pyrimidine (Prep86, 3 g, 13.70 mmol), 2-fluoropyridine-3-boronic acid (1.930 g, 13.70 mmol) and Pd(PPh3)4 (0.791 g, 0.685 mmol), dry 1,4-Dioxane (45 ml) was added followed by potassium carbonate 1M solution (27.4 ml, 27.4 mmol). The mixture was degassed with Argon and then heated at 100° C. for 1 h (internal T˜90° C.). Then the mixture was cooled down to ambient, further 1 eq of boronic acid (1.930 g, 13.70 mmol) followed by 5 mol % of PdTetrakis (0.791 ... Reactants: BrB(Br)Br, O=Cc1ccc(OCc2ccccc2)c2c1CCCC2, ClCCl, ClCCl, O. The product is O=Cc1ccc(O)c2c1CCCC2. RXN SMILES: [B:27]([Br:28])([Br:29])[Br:30].[CH2:1]([c:2]1[cH:3][cH:4][cH:5][cH:6][cH:7]1)[O:8][c:9]1[cH:10][cH:11][c:12]([CH:19]=[O:20])[c:13]2[c:18]1[CH2:17][CH2:16][CH2:15][CH2:14]2.[Cl:21][CH2:22][Cl:23].[Cl:24][CH2:25][Cl:26].[OH2:31]>>[OH:8][c:9]1[cH:10][cH:11][c:12]([CH:19]=[O:20])[c:13]2[c:18]1[CH2:17][CH2:16][CH2:15][CH2:14]2. The reactants are C1=C(C=CC2=CC=CC=C12)O (β-naphthol), ( b3 ). Solvent: CCOCC (ether). Yields the product C1=CC=CC=2C=CC3=C(C4=C(O3)C=CC=C4)C12 (benzo[b]naphtho[1,2-d]furan). As a reaction SMILES: [CH:1]1[C:10]2[C:5](=[CH:6][CH:7]=[CH:8][CH:9]=2)[CH:4]=[CH:3][C:2]=1[OH:11]>CCOCC>[CH:9]1[C:10]2[C:1]3[C:1]4[CH:10]=[CH:5][CH:4]=[CH:3][C:2]=4[O:11][C:2]=3[CH:3]=[CH:4][C:5]=2[CH:6]=[CH:7][CH:8]=1. Reported procedure: Next, the β-naphthol derivative having a halogen group (b3) is intramolecularly cyclized by formation of an ether bond according to a Williamson ether synthesis to form a benzo[b]naphtho[1,2-d]furan ring, so that a benzo[b]naphtho[1,2-d]furan compound (b4) can be obtained. Reactants: CC(=O)O, O=N[O-], Nc1cc(=O)[nH]c(=S)n1Cc1ccccn1, [Na+], [Na+], [Na+], O=S([O-])S(=O)[O-], O=S(=O)(O)O. Yields the product Nc1c(N)n(Cc2ccccn2)c(=S)[nH]c1=O. As a reaction SMILES: [CH3:34][C:35](=[O:36])[OH:37].[N:17]([O-:18])=[O:19].[NH2:1][c:2]1[cH:3][c:4](=[O:16])[nH:5][c:6](=[S:15])[n:7]1[CH2:8][c:9]1[n:10][cH:11][cH:12][cH:13][cH:14]1.[Na+:20].[Na+:27].[Na+:28].[S:21]([S:22]([O-:23])=[O:24])([O-:25])=[O:26].[S:29](=[O:30])(=[O:31])([OH:32])[OH:33]>>[NH2:1][c:2]1[c:3]([NH2:17])[c:4](=[O:16])[nH:5][c:6](=[S:15])[n:7]1[CH2:8][c:9]1[n:10][cH:11][cH:12][cH:13][cH:14]1.